From a dataset of the Open Reaction Database (ORD), a public repository of structured organic reaction records. describe an organic reaction: reactants, conditions, products, and yield The reactants are CC(=O)OC(C)=O, ClCCl, Cc1cc(C(=O)N2CCC3(CC2)Oc2ccccc2-n2c(CN)ccc23)ccc1OC(C)C, c1ccncc1. The product is CC(=O)NCc1ccc2n1-c1ccccc1OC21CCN(C(=O)c2ccc(OC(C)C)c(C)c2)CC1. Reaction SMILES: [CH3:34][C:35](=[O:36])[O:37][C:38](=[O:39])[CH3:40].[Cl:41][CH2:42][Cl:43].[NH2:1][CH2:2][c:3]1[cH:4][cH:5][c:6]2[n:7]1-[c:8]1[c:9]([cH:30][cH:31][cH:32][cH:33]1)[O:10][C:11]21[CH2:12][CH2:13][N:14]([C:17](=[O:18])[c:19]2[cH:20][c:21]([CH3:29])[c:22]([O:25][CH:26]([CH3:27])[CH3:28])[cH:23][cH:24]2)[CH2:15][CH2:16]1.[cH:44]1[cH:45][cH:46][n:47][cH:48][cH:49]1>>[NH:1]([CH2:2][c:3]1[cH:4][cH:5][c:6]2[n:7]1-[c:8]1[c:9]([cH:30][cH:31][cH:32][cH:33]1)[O:10][C:11]21[CH2:12][CH2:13][N:14]([C:17](=[O:18])[c:19]2[cH:20][c:21]([CH3:29])[c:22]([O:25][CH:26]([CH3:27])[CH3:28])[cH:23][cH:24]2)[CH2:15][CH2:16]1)[C:35]([CH3:34])=[O:36]. The product is Nc1cccc(F)c1[N+](=O)[O-]. As a reaction SMILES: [F:1][c:2]1[c:3]([N+:28](=[O:29])[O-:30])[c:4]([N:8]=[P:9]([c:10]2[cH:11][cH:12][cH:13][cH:14][cH:15]2)([c:16]2[cH:17][cH:18][cH:19][cH:20][cH:21]2)[c:22]2[cH:23][cH:24][cH:25][cH:26][cH:27]2)[cH:5][cH:6][cH:7]1.[F:31][C:32]([F:33])([F:34])[C:35]([OH:36])=[O:37].[OH2:38]>>[F:1][c:2]1[c:3]([N+:28](=[O:29])[O-:30])[c:4]([NH2:8])[cH:5][cH:6][cH:7]1. Reactants: O=[N+]([O-])c1c(F)cccc1N=P(c1ccccc1)(c1ccccc1)c1ccccc1, O=C(O)C(F)(F)F, O. The reactants are CC(=O)O[BH-](OC(C)=O)OC(C)=O, CC(=O)O, CN(C)C=O, NCC(O)COc1cccc2[nH]c(=O)[nH]c12, [Na+], O=C1CCN(c2ccc(S(=O)(=O)N3CC(=O)NC3=O)cc2)CC1. The product is O=C1CN(S(=O)(=O)c2ccc(N3CCC(NCC(O)COc4cccc5[nH]c(=O)[nH]c45)CC3)cc2)C(=O)N1. Reaction SMILES: [C:44]([O:45][BH-:46]([O:47][C:48](=[O:49])[CH3:50])[O:51][C:52](=[O:53])[CH3:54])(=[O:55])[CH3:56].[CH3:1][C:2](=[O:3])[OH:4].[CH3:58][N:59]([CH3:60])[CH:61]=[O:62].[NH2:5][CH2:6][CH:7]([CH2:8][O:9][c:10]1[cH:11][cH:12][cH:13][c:14]2[nH:15][c:16](=[O:19])[nH:17][c:18]12)[OH:20].[Na+:57].[O:21]=[C:22]1[CH2:23][CH2:24][N:25]([c:28]2[cH:29][cH:30][c:31]([S:34](=[O:35])(=[O:36])[N:37]3[C:38](=[O:43])[NH:39][C:40](=[O:42])[CH2:41]3)[cH:32][cH:33]2)[CH2:26][CH2:27]1>>[NH:5]([CH2:6][CH:7]([CH2:8][O:9][c:10]1[cH:11][cH:12][cH:13][c:14]2[nH:15][c:16](=[O:19])[nH:17][c:18]12)[OH:20])[CH:22]1[CH2:23][CH2:24][N:25]([c:28]2[cH:29][cH:30][c:31]([S:34](=[O:35])(=[O:36])[N:37]3[C:38](=[O:43])[NH:39][C:40](=[O:42])[CH2:41]3)[cH:32][cH:33]2)[CH2:26][CH2:27]1. The reactants are C(C1=CC=CC=C1)(C1=CC=CC=C1)Br (Ph2CHBr), C(=O)([O-])[O-].[Cs+].[Cs+] (Cs2CO3), C(C)#N (acetonitrile). Solvent: O (water). The product is C(C1=CC=CC=C1)(C1=CC=CC=C1)N1C=CC2=CC=CC=C12 (N-benzhydryl indole). The yield is 45.0%. Reaction SMILES: [CH:1](Br)([C:8]1[CH:13]=[CH:12][CH:11]=[CH:10][CH:9]=1)[C:2]1[CH:7]=[CH:6][CH:5]=[CH:4][CH:3]=1.C([O-])([O-])=O.[Cs+].[Cs+].[C:21](#[N:23])[CH3:22]>O>[CH:1]([N:23]1[C:7]2[C:2](=[CH:3][CH:4]=[CH:5][CH:6]=2)[CH:22]=[CH:21]1)([C:8]1[CH:13]=[CH:12][CH:11]=[CH:10][CH:9]=1)[C:2]1[CH:7]=[CH:6][CH:5]=[CH:4][CH:3]=1 |f:1.2.3|. Reported procedure: (Step 4, 1 eq), Ph2CHBr (1.5 eq) and Cs2CO3 (1.5 eq) were mixed in dry acetonitrile (0.1M). The mixture was heated to reflux for 2 hours. The reaction mixture was cooled to room temperature, diluted with water and extracted with EtOAc. The organic phase was concentrated and the residue was chromatographed with CH2Cl2 as eluent to give the N-benzhydryl indole as an orange gum in 45% yield. m/z (M+H)+ 701.3 Starting materials: [Al+3].[Cl-].[Cl-].[Cl-] (AlCl3), OC1=C(C=C(C=C1C(C)(C)C)OC)C1=C(C(=CC(=C1)OC)C(C)(C)C)O (2,2'-dihydroxy-3,3'-di-t-butyl-5,5'-dimethoxy-1,1'-biphenyl), OC1=C(C=C(C=C1C(C)(C)C)OC)C1=C(C(=CC(=C1)OC)C(C)(C)C)O (2,2'-dihydroxy-3,3'-di-t-butyl-5,5'-dimethyoxy-1,1'-biphenyl), Cl (HCl). The solvent is C1=CC=CC=C1 (benzene). Run at temperature 40 celsius. Product: OC1=C(C=C(C=C1)OC)C1=C(C=CC(=C1)OC)O (2,2'-dihydroxyl-5,5'-dimethoxy-1,1'-biphenyl). Reaction SMILES: [OH:1][C:2]1[C:7](C(C)(C)C)=[CH:6][C:5]([O:12][CH3:13])=[CH:4][C:3]=1[C:14]1[CH:19]=[C:18]([O:20][CH3:21])[CH:17]=[C:16](C(C)(C)C)[C:15]=1[OH:26].[Al+3].[Cl-].[Cl-].[Cl-].Cl>C1C=CC=CC=1>[OH:26][C:15]1[CH:16]=[CH:17][C:18]([O:20][CH3:21])=[CH:19][C:14]=1[C:3]1[CH:4]=[C:5]([O:12][CH3:13])[CH:6]=[CH:7][C:2]=1[OH:1] |f:1.2.3.4|. Procedure: Part A: 2,2'-dihydroxy-5,5'-dimethyoxy-1,1'-biphenyl was prepared by the dealkylation of 2,2'-dihydroxy-3,3'-di-t-butyl-5,5'-dimethyoxy-1,1'-biphenyl using a procedure described by Tashiro, M.; Fukata, G., and Yamato, T.; Organic Preparations and Procedures Int., 8, 263 (1976). AlCl3 (10 g) and 10 g of 2,2'-dihydroxy-3,3'-di-t-butyl-5,5'-dimethoxy-1,1'-biphenyl were mixed in 125 ml of benzene and heated at 40° C. for 3 h. The mixture was cooled in ice and 125 ml of 10% HCl solution was added slo... The reactants are OC(C)C=1C=C(C=CC1N1C=NC=C1)/C=C/C(=O)NC1CCC2=CC=CC=C12 ((E)-3-[3-(1-hydroxy ethyl)-4-(1H-imidazol-1-yl)phenyl]-N-indan-1-ylacrylamide). Reagents/catalysts: [O-2].[O-2].[Mn+4] (manganese dioxide). The solvent is C(Cl)(Cl)Cl (chloroform). Reaction conditions: time 8 hour. Product: C(C)(=O)C=1C=C(C=CC1N1C=NC=C1)/C=C/C(=O)NC1CCC2=CC=CC=C12 ((E)-3-[3-acetyl-4-(1H-imidazol-1-yl)phenyl]-N-indan-1-ylacrylamide). Isolated yield 127.4%. Reaction SMILES: [OH:1][CH:2]([C:4]1[CH:5]=[C:6](/[CH:15]=[CH:16]/[C:17]([NH:19][CH:20]2[C:28]3[C:23](=[CH:24][CH:25]=[CH:26][CH:27]=3)[CH2:22][CH2:21]2)=[O:18])[CH:7]=[CH:8][C:9]=1[N:10]1[CH:14]=[CH:13][N:12]=[CH:11]1)[CH3:3]>[O-2].[O-2].[Mn+4].C(Cl)(Cl)Cl>[C:2]([C:4]1[CH:5]=[C:6](/[CH:15]=[CH:16]/[C:17]([NH:19][CH:20]2[C:28]3[C:23](=[CH:24][CH:25]=[CH:26][CH:27]=3)[CH2:22][CH2:21]2)=[O:18])[CH:7]=[CH:8][C:9]=1[N:10]1[CH:14]=[CH:13][N:12]=[CH:11]1)(=[O:1])[CH3:3] |f:1.2.3|. Reported procedure: To a chloroform (0.5 mL) solution of (E)-3-(3-(1-hydroxyethyl)-4-(1H-imidazol-1-yl)phenyl)-N-indan-1-ylacrylamide (3 mg) obtained in Example 440, activated manganese dioxide (14 mg) was added and the reaction mixture was agitated at room temperature overnight. The reaction solution was filtered through a filter paper and the filtrate was concentrated under reduced pressure. The residue was purified by silica gel column chromatography (elution solvent: ethyl acetate), and 3.8 mg of the title comp... Reactants: [F-].C(CCC)[N+](CCCC)(CCCC)CCCC (Tetrabutylammonium fluoride), [Si](C1=CC=CC=C1)(C1=CC=CC=C1)(C(C)(C)C)OCCOC[C@@H](C(=O)NC1=NC=C(C=C1)C)OC1=C2C(=NC=N1)N(N=C2)C2=C(C(=CC=C2)C#N)C ((2S)-3-(2-(tert-butyldiphenylsilyloxy)ethoxy)-2-(1-(3-cyano-2-methylphenyl)-1H-pyrazolo[3,4-d]pyrimidin-4-yloxy)-N-(5-methylpyridin-2-yl)propanamide). Run in C1CCOC1 (THF). Run at time 2 hour. The product is C(#N)C=1C(=C(C=CC1)N1N=CC=2C1=NC=NC2O[C@H](C(=O)NC2=NC=C(C=C2)C)COCCO)C ((2S)-2-(1-(3-cyano-2-methylphenyl)-1H-pyrazolo[3,4-d]pyrimidin-4-yloxy)-3-(2-hydroxyethoxy)-N-(5-methylpyridin-2-yl)propanamide). As a reaction SMILES: [F-].C([N+](CCCC)(CCCC)CCCC)CCC.[Si]([O:36][CH2:37][CH2:38][O:39][CH2:40][C@H:41]([O:52][C:53]1[N:58]=[CH:57][N:56]=[C:55]2[N:59]([C:62]3[CH:67]=[CH:66][CH:65]=[C:64]([C:68]#[N:69])[C:63]=3[CH3:70])[N:60]=[CH:61][C:54]=12)[C:42]([NH:44][C:45]1[CH:50]=[CH:49][C:48]([CH3:51])=[CH:47][N:46]=1)=[O:43])(C(C)(C)C)(C1C=CC=CC=1)C1C=CC=CC=1>C1COCC1>[C:68]([C:64]1[C:63]([CH3:70])=[C:62]([N:59]2[C:55]3=[N:56][CH:57]=[N:58][C:53]([O:52][C@@H:41]([CH2:40][O:39][CH2:38][CH2:37][OH:36])[C:42]([NH:44][C:45]4[CH:50]=[CH:49][C:48]([CH3:51])=[CH:47][N:46]=4)=[O:43])=[C:54]3[CH:61]=[N:60]2)[CH:67]=[CH:66][CH:65]=1)#[N:69] |f:0.1|. Reported procedure: Tetrabutylammonium fluoride (1M in THF) (0.440 mL, 0.44 mmol) was added to (2S)-3-(2-(tert-butyldiphenylsilyloxy)ethoxy)-2-(1-(3-cyano-2-methylphenyl)-1H-pyrazolo[3,4-d]pyrimidin-4-yloxy)-N-(5-methylpyridin-2-yl)propanamide (Intermediate AT6) (313 mg, 0.44 mmol) in THF (2 mL) under nitrogen. The resulting mixture was stirred at ambient temperature for 2 hours. The reaction mixture was quenched with saturated NH4Cl, diluted with DCM and poured onto a phase separator. The organic layer was evapora...